describe an organic reaction: reactants, conditions, products, and yield From a dataset of the Open Reaction Database (ORD), a public repository of structured organic reaction records. Starting materials: CCCCc1cc(O)c2sc(NC(C)=O)c(C(=O)OCC)c2c1, CO, CC#N, O=S(=O)(O)O. Yields the product CCCCc1cc(O)c2sc(N)c(C(=O)OCC)c2c1. As a reaction SMILES: [CH2:1]([CH3:2])[O:3][C:4](=[O:5])[c:6]1[c:7]2[c:8]([s:9][c:10]1[NH:11][C:12](=[O:13])[CH3:14])[c:15]([OH:23])[cH:16][c:17]([CH2:19][CH2:20][CH2:21][CH3:22])[cH:18]2.[CH3:29][OH:30].[CH3:31][C:32]#[N:33].[S:24](=[O:25])(=[O:26])([OH:27])[OH:28]>>[CH2:1]([CH3:2])[O:3][C:4](=[O:5])[c:6]1[c:7]2[c:8]([s:9][c:10]1[NH2:11])[c:15]([OH:23])[cH:16][c:17]([CH2:19][CH2:20][CH2:21][CH3:22])[cH:18]2. Reactants: COc1ccc(-c2cncc(Br)c2C)cc1, CN(C)C=O, [Cl-], [NH4+], C1CCOC1. Product: COc1ccc(-c2cncc(C=O)c2C)cc1. RXN SMILES: [Br:1][c:2]1[cH:3][n:4][cH:5][c:6](-[c:9]2[cH:10][cH:11][c:12]([O:15][CH3:16])[cH:13][cH:14]2)[c:7]1[CH3:8].[CH3:17][N:18]([CH:19]=[O:20])[CH3:21].[Cl-:22].[NH4+:23].[O:24]1[CH2:25][CH2:26][CH2:27][CH2:28]1>>[c:2]1([CH:19]=[O:20])[cH:3][n:4][cH:5][c:6](-[c:9]2[cH:10][cH:11][c:12]([O:15][CH3:16])[cH:13][cH:14]2)[c:7]1[CH3:8]. Reactants: BrCC1=C(N(C(N1C(C)=O)=O)C(C)=O)C(C1=CC=C(C=C1)OC)=O (5-(bromomethyl)-1,3-diacetyl-1,3-dihydro-4-(4-methoxybenzoyl)-2H-imidazol-2-one), CN(C)C (trimethylamine). The solvent is O1CCCC1 (tetrahydrofuran). Conditions: temperature 0 celsius, time 15 minute. Product: O.[Br-].COC1=CC=C(C(=O)C2=C(NC(N2)=O)C[N+](C)(C)C)C=C1.O.O.COC1=CC=C(C(=O)C2=C(NC(N2)=O)C[N+](C)(C)C)C=C1.[Br-] (2,3-dihydro-5-(4-methoxybenzoyl)-N,N,N-trimethyl-2-oxo-1H-imidazole-4-methanaminium bromide sesquihydrate). As a reaction SMILES: [Br:1][CH2:2][C:3]1[N:7](C(=[O:10])C)[C:6](=[O:11])[N:5](C(=O)C)[C:4]=1[C:15](=[O:24])[C:16]1[CH:21]=[CH:20][C:19]([O:22][CH3:23])=[CH:18][CH:17]=1.[CH3:25][N:26]([CH3:28])[CH3:27]>O1CCCC1>[OH2:10].[Br-:1].[CH3:23][O:22][C:19]1[CH:18]=[CH:17][C:16]([C:15]([C:4]2[NH:5][C:6](=[O:11])[NH:7][C:3]=2[CH2:2][N+:26]([CH3:28])([CH3:27])[CH3:25])=[O:24])=[CH:21][CH:20]=1.[OH2:10].[OH2:10].[CH3:23][O:22][C:19]1[CH:18]=[CH:17][C:16]([C:15]([C:4]2[NH:5][C:6](=[O:11])[NH:7][C:3]=2[CH2:2][N+:26]([CH3:28])([CH3:27])[CH3:25])=[O:24])=[CH:21][CH:20]=1.[Br-:1] |f:3.4.5.6.7.8.9|. Procedure details: To a cold solution (0° C.) of 6.0 g of 5-(bromomethyl)-1,3-diacetyl-1,3-dihydro-4-(4-methoxybenzoyl)-2H-imidazol-2-one in 50 ml of dry tetrahydrofuran is added gaseous trimethylamine over a period of 15 minutes. The mixture is stirred at 0° C. for 15 minutes and the solvent is then evaporated under reduced pressure. To the residue is added 30 ml of 30% hydrobromic acid in acetic acid and the solution is allowed to stand at 25° C. for 1 hour. The solvent is then evaporated under reduced pressure ... The reactants are CC(C)(C)OC(=O)CN, CCN(C(C)C)C(C)C, CCOC(=O)C1=C(O)c2cc(Cl)ccc2C2(CCC2)C1=O, Cl, C1COCCO1. Yields the product CC(C)(C)OC(=O)CNC(=O)C1=C(O)c2cc(Cl)ccc2C2(CCC2)C1=O. Reaction SMILES: [C:23]([CH3:24])([CH3:25])([CH3:26])[O:27][C:28]([CH2:29][NH2:30])=[O:31].[CH:32]([N:33]([CH2:34][CH3:35])[CH:36]([CH3:37])[CH3:38])([CH3:39])[CH3:40].[Cl:1][c:2]1[cH:3][c:4]2[c:12]([cH:13][cH:14]1)[C:8]1([C:7](=[O:15])[C:6]([C:16](=[O:17])[O:18][CH2:19][CH3:20])=[C:5]2[OH:21])[CH2:9][CH2:10][CH2:11]1.[ClH:22].[O:41]1[CH2:42][CH2:43][O:44][CH2:45][CH2:46]1>>[Cl:1][c:2]1[cH:3][c:4]2[c:12]([cH:13][cH:14]1)[C:8]1([C:7](=[O:15])[C:6]([C:16](=[O:17])[NH:30][CH2:29][C:28]([O:27][C:23]([CH3:24])([CH3:25])[CH3:26])=[O:31])=[C:5]2[OH:21])[CH2:9][CH2:10][CH2:11]1. Reactants: NC1=CSC=C1N (3,4-diaminothiophene), Cl.C(CCCC)(OCC)=N (ethyl valeroimidate hydrochloride). Run in C(C)O (ethanol). Reaction conditions: time 15 hour. Product: C(CCC)C1=NC=2C(N1)=CSC2 (2-n-butyl-1H-thieno[3,4-d]imidazole). Yield: 76.9%. RXN SMILES: [NH2:1][C:2]1[C:6]([NH2:7])=[CH:5][S:4][CH:3]=1.Cl.[C:9](=N)(OCC)[CH2:10][CH2:11][CH2:12][CH3:13]>C(O)C>[CH2:10]([C:9]1[NH:1][C:2]2=[CH:3][S:4][CH:5]=[C:6]2[N:7]=1)[CH2:11][CH2:12][CH3:13] |f:1.2|. Procedure: A mixture of 3,4-diaminothiophene (116 mg, 1.01 mmol ) and ethyl valeroimidate hydrochloride (504 mg, 3.05 mmol) in absolute ethanol (20 mL) was heated to reflux for 1 hour, cooled to room temperature and stirred for 15 hours. The mixture was concentrated and purified by flash chromatography (SiO2, 25% EtOAc/hexanes) to give 140 mg (78%) of 2-n-butyl-1H-thieno[3,4-d]imidazole as a tan solid: 1H NMR (300 MHz, CDCl3)δ 6.70 (s, 2H), 2.81 (t, 2H, J=7.5 Hz), 1.88-1.74 (m, 2H), 1.48-1.35 (m, 2H), 0.90... Reactants: FC(C(C(F)(F)F)(O)C1=CC=C(NC)C=C1)(F)F (p-(hexafluoro-2-hydroxy-2-propyl)-N-methylaniline), ClCC(=O)N=C=S (chloroacetyl isothiocyanate), C([O-])(O)=O.[Na+] (sodium bicarbonate). Run in C(OC)COC (dimethoxyethane). Reaction conditions: time 1 hour. The product is FC(C(C(F)(F)F)(O)C1=CC=C(N(C)C=2SCC(N2)=O)C=C1)(F)F (2-[4-(Hexafluoro-2-Hydroxy-2-Propyl)-N-Methylanilino]-2-Thiazolin-4-One). Reaction SMILES: [F:1][C:2]([F:18])([F:17])[C:3]([C:9]1[CH:16]=[CH:15][C:12]([NH:13][CH3:14])=[CH:11][CH:10]=1)([OH:8])[C:4]([F:7])([F:6])[F:5].Cl[CH2:20][C:21]([N:23]=[C:24]=[S:25])=[O:22].C(=O)(O)[O-].[Na+]>C(COC)OC>[F:1][C:2]([F:17])([F:18])[C:3]([C:9]1[CH:16]=[CH:15][C:12]([N:13]([C:24]2[S:25][CH2:20][C:21](=[O:22])[N:23]=2)[CH3:14])=[CH:11][CH:10]=1)([OH:8])[C:4]([F:6])([F:5])[F:7] |f:2.3|. Reported procedure: To p-(hexafluoro-2-hydroxy-2-propyl)-N-methylaniline (2.73 gm., 0.01 mole) in dimethoxyethane (40 ml), add chloroacetyl isothiocyanate (1.50 gm., 0.011 mole) and stir 1 hr. Pour the reaction mixture onto water and neutralize with sodium bicarbonate. Extract with ether, dry and concentrate. Recrystallize from ether to obtain the product, m.p. 240°-242° C. Reactants: 27g, Cl.Cl.OC(CC=1N=NC(=CC1NC)NN)C (3-(2'-hydroxypropyl)methylamino-6-hydrazinopyridazine dihydrochloride), N1=CC=CC=C1 (pyridine), C[O-].[Na+] (sodium methylate). Run in C(C)(=O)Cl (acetyl chloride). Conditions: time 2 hour. Product: OC(CC=1N=NC(=CC1NC)NNC(C)=O)C (3-(2'-hydroxypropyl) methylamino-6-(2'-acetylhydrazino)pyridazine). Reaction SMILES: Cl.Cl.[OH:3][CH:4]([CH3:16])[CH2:5][C:6]1[N:7]=[N:8][C:9]([NH:14][NH2:15])=[CH:10][C:11]=1[NH:12][CH3:13].C[O-:18].[Na+].N1[CH:25]=[CH:24]C=CC=1>C(Cl)(=O)C>[OH:3][CH:4]([CH3:16])[CH2:5][C:6]1[N:7]=[N:8][C:9]([NH:14][NH:15][C:24](=[O:18])[CH3:25])=[CH:10][C:11]=1[NH:12][CH3:13] |f:0.1.2,3.4|. Procedure: To a solution of 27g of 3-(2'-hydroxypropyl)methylamino-6-hydrazinopyridazine dihydrochloride in 200 ml of anhydrous pyridine, 7 ml of acetyl chloride are slowly added dropwise at 0° C. When addition is completed, the reaction mixture is left to stand under stirring for two hours at 0°-5° C and then overnight at 0° C. The pyridine is removed by distillation in the rotating evaporator under vacuum at approximately 10° C and an oily residue is obtained which is treated at 0° C and under stirring w...